From a dataset of the Open Reaction Database (ORD), a public repository of structured organic reaction records. describe an organic reaction: reactants, conditions, products, and yield The reactants are ClC=1C=2C=3C4=C(N=C(C3C(C2C=CN1)=O)NCCN(C)C)C=C(C=C4)OC (11-chloro-6-(2-dimethylamino-ethylamino)-3-methoxy-5,10-diaza-benzo[c]fluoren-7-one). The solvent is ClCCl (dichloromethane), CN(CCN)C (N,N-dimethylethylenediamine). Conditions: temperature 60 celsius, time 8 hour. Yields the product CN(CCNC1=NC2=C(C=3C=4C(=NC=CC4C(C13)=O)NCCN(C)C)C=CC(=C2)OC)C (6,11-bis-(2-dimethylamino-ethylamino)-3-methoxy-5,10-diaza-benzo[c]fluoren-7-one), powder. RXN SMILES: Cl[C:2]1[C:3]2[C:4]3[C:5]4[CH:25]=[CH:24][C:23]([O:26][CH3:27])=[CH:22][C:6]=4[N:7]=[C:8]([NH:16][CH2:17][CH2:18][N:19]([CH3:21])[CH3:20])[C:9]=3[C:10](=[O:15])[C:11]=2[CH:12]=[CH:13][N:14]=1>CN(C)CCN.ClCCl>[CH3:21][N:19]([CH3:20])[CH2:18][CH2:17][NH:16][C:8]1[C:9]2[C:10](=[O:15])[C:11]3[CH:12]=[CH:13][N:14]=[C:2]([NH:16][CH2:17][CH2:18][N:19]([CH3:21])[CH3:20])[C:3]=3[C:4]=2[C:5]2[CH:25]=[CH:24][C:23]([O:26][CH3:27])=[CH:22][C:6]=2[N:7]=1. Reported procedure: 23 mg. of 11-chloro-6-(2-dimethylamino-ethylamino)-3-methoxy-5,10-diaza-benzo[c]fluoren-7-one (Example 27e) was suspended in N,N-dimethylethylenediamine (2.0 ml) and the mixture was stirred at 60° C. overnight under nitrogen. The solution was diluted with dichloromethane and washed with saturated ammonium chloride aqueous solution and dried over anhydrous sodium sulfate and evaporated to dryness. The residue was purified by silica gel thin layer chromatography developed by dichloromethane-methan... Starting materials: CN(C)C=O, CCOC(=O)Cl, CCOC(=O)N1Cc2nccn2-c2ccccc21. Product: CCOC(=O)c1cn2c(n1)CN(C(=O)OCC)c1ccccc1-2. RXN SMILES: [CH3:25][N:26]([CH3:27])[CH:28]=[O:29].[Cl:19][C:20](=[O:21])[O:22][CH2:23][CH3:24].[cH:1]1[cH:2][n:3][c:4]2[n:5]1-[c:6]1[cH:7][cH:8][cH:9][cH:10][c:11]1[N:12]([C:14](=[O:15])[O:16][CH2:17][CH3:18])[CH2:13]2>>[cH:1]1[c:2]([C:20](=[O:21])[O:22][CH2:23][CH3:24])[n:3][c:4]2[n:5]1-[c:6]1[cH:7][cH:8][cH:9][cH:10][c:11]1[N:12]([C:14](=[O:15])[O:16][CH2:17][CH3:18])[CH2:13]2. The reactants are ice, COC(=O)C1=CC=C(C=C1)[C@H](C)NC(=O)[C@@H]1N(CCC(C1)=O)C(=O)OC(C)(C)C ((R)-tert-butyl 2-(((S)-1-(4-(methoxycarbonyl)phenyl)ethyl)carbamoyl)-4-oxopiperidine-1-carboxylate), [BH4-].[Na+] (NaBH4). Solvent: O (water), CO (MeOH). Conditions: time 18 hour. The product is OC1C[C@@H](N(CC1)C(=O)OC(C)(C)C)C(N[C@@H](C)C1=CC=C(C=C1)C(=O)OC)=O ((2R)-tert-butyl 4-hydroxy-2-(((S)-1-(4-(methoxycarbonyl)phenyl)ethyl)carbamoyl)piperidine-1-carboxylate). The yield is 85.6%. RXN SMILES: [CH3:1][O:2][C:3]([C:5]1[CH:10]=[CH:9][C:8]([C@@H:11]([NH:13][C:14]([C@H:16]2[CH2:21][C:20](=[O:22])[CH2:19][CH2:18][N:17]2[C:23]([O:25][C:26]([CH3:29])([CH3:28])[CH3:27])=[O:24])=[O:15])[CH3:12])=[CH:7][CH:6]=1)=[O:4].[BH4-].[Na+]>CO.O>[OH:22][CH:20]1[CH2:19][CH2:18][N:17]([C:23]([O:25][C:26]([CH3:29])([CH3:28])[CH3:27])=[O:24])[C@@H:16]([C:14](=[O:15])[NH:13][C@H:11]([C:8]2[CH:9]=[CH:10][C:5]([C:3]([O:2][CH3:1])=[O:4])=[CH:6][CH:7]=2)[CH3:12])[CH2:21]1 |f:1.2|. Procedure details: To an ice cooled solution of (R)-tert-butyl 2-(((S)-1-(4-(methoxycarbonyl)phenyl)ethyl)carbamoyl)-4-oxopiperidine-1-carboxylate (D60) (300 mg, 0.75 mmol) in MeOH (25 ml) under nitrogen, NaBH4 (142 mg, 3.75 mmol) was added portionwise and the resulting mixture was stirred at RT for 18 hrs. The mixture was diluted with water (10 ml) and extracted with EtOAc (3×10 ml). The organic phases were collected, washed with NaCl sat. (20 ml) dried over Na2SO4 and evaporated in vacuo to afford the title comp...